This data is from the Open Reaction Database (ORD), a public repository of structured organic reaction records. The task is: describe an organic reaction: reactants, conditions, products, and yield The reactants are BrC1=C(N=C(O1)C1=C(C=CC=C1F)F)C(=O)N (5-bromo-2-(2,6-difluorophenyl)oxazole-4-carboxamide), OC1=CC=C(C=C1)B(O)O (4-hydroxyphenylboronic acid), C(=O)([O-])[O-].[Na+].[Na+] (Na2CO3). Reagents/catalysts: [Pd](Cl)Cl.C1(=CC=CC=C1)P([C-]1C=CC=C1)C1=CC=CC=C1.[C-]1(C=CC=C1)P(C1=CC=CC=C1)C1=CC=CC=C1.[Fe+2] (1,1′-bis(diphenylphosphino)ferrocene-palladium(II)dichloride). Solvent: CCOC(=O)C (EtOAc), CC#N (MeCN). Run at temperature 150 celsius, time 15 minute. Product: FC1=C(C(=CC=C1)F)C=1OC(=C(N1)C(=O)N)C1=CC=C(C=C1)O (2-(2,6-difluorophenyl)-5-(4-hydroxyphenyl)oxazole-4-carboxamide). The yield is 80.0%. As a reaction SMILES: Br[C:2]1[O:6][C:5]([C:7]2[C:12]([F:13])=[CH:11][CH:10]=[CH:9][C:8]=2[F:14])=[N:4][C:3]=1[C:15]([NH2:17])=[O:16].[OH:18][C:19]1[CH:24]=[CH:23][C:22](B(O)O)=[CH:21][CH:20]=1.C([O-])([O-])=O.[Na+].[Na+]>CC#N.CCOC(C)=O.[Pd](Cl)Cl.C1(P(C2C=CC=CC=2)[C-]2C=CC=C2)C=CC=CC=1.[C-]1(P(C2C=CC=CC=2)C2C=CC=CC=2)C=CC=C1.[Fe+2]>[F:14][C:8]1[CH:9]=[CH:10][CH:11]=[C:12]([F:13])[C:7]=1[C:5]1[O:6][C:2]([C:22]2[CH:23]=[CH:24][C:19]([OH:18])=[CH:20][CH:21]=2)=[C:3]([C:15]([NH2:17])=[O:16])[N:4]=1 |f:2.3.4,7.8.9.10|. Reported procedure: To a mixture of 5-bromo-2-(2,6-difluorophenyl)oxazole-4-carboxamide (0.060 g, 0.20 mmol), 4-hydroxyphenylboronic acid (0.055 g, 0.40 mmol) and 1,1′-bis(diphenylphosphino)ferrocene-palladium(II)dichloride (0.008 g, 0.01 mmol) in MeCN (4 ml) was added 1M aqueous Na2CO3 (0.4 ml, 0.4 mmol). The reaction was heated via microwave irradiation to 150° C. and held at this temperature for 15 minutes. The reaction was then diluted with EtOAc and washed with 2M HCl. The organic layer was dried over Na2SO4 a... Reactants: BrC=1N=C(C(=NC1)NCC(=O)OCC)N[C@@H]1CC[C@H](CC1)OC (ethyl 2-(5-bromo-3-(trans-4-methoxycyclohexylamino)pyrazin-2-ylamino)acetate), O (water), P(O)(O)(O)=O (phosphoric acid). Reaction conditions: temperature 80 celsius. Product: BrC1=CN=C2C(=N1)N(C(CN2)=O)[C@@H]2CC[C@H](CC2)OC (7-bromo-1-(trans-4-methoxycyclohexyl)-3,4-dihydropyrazino[2,3-b]pyrazin-2(1H)-one). RXN SMILES: [Br:1][C:2]1[N:3]=[C:4]([NH:15][C@H:16]2[CH2:21][CH2:20][C@H:19]([O:22][CH3:23])[CH2:18][CH2:17]2)[C:5]([NH:8][CH2:9][C:10](OCC)=[O:11])=[N:6][CH:7]=1.O.P(=O)(O)(O)O>>[Br:1][C:2]1[N:3]=[C:4]2[N:15]([C@H:16]3[CH2:21][CH2:20][C@H:19]([O:22][CH3:23])[CH2:18][CH2:17]3)[C:10](=[O:11])[CH2:9][NH:8][C:5]2=[N:6][CH:7]=1. Procedure details: Alternatively, ethyl 2-(3,5-dibromopyrazin-2-ylamino)acetate (1 equiv) and trans-4-methoxycyclohexanamine hydrochloride (1.5 equiv), NMP and DIPEA were combined and heated to 125° C. and maintained at that temperature for 18 h. Upon reaction completion, the mixture was cooled to room temperature and transferred to a mixture of ethyl acetate and aqueous sodium chloride. The aqueous layer was removed and the organic layer was washed successively with aqueous sodium chloride and water. The organic ...